Dataset: the Open Reaction Database (ORD), a public repository of structured organic reaction records. Task: describe an organic reaction: reactants, conditions, products, and yield Starting materials: Cl (HCl), [OH-].[Na+] (NaOH), COC(COC1=CC=C(C=C1)C1=CC=C(C=C1)NC(=O)C1=C(OC2=C1C=CC=C2)CCCC)=O (methyl[(4′-{[(2-butyl-1-benzofuran-3-yl)carbonyl]amino}[1,1′-biphenyl]-4-yl)oxy]acetate), O (water). Solvent: C1CCOC1 (THF). Conditions: time 8 hour. Product: C(CCC)C=1OC2=C(C1C(=O)NC1=CC=C(C=C1)C1=CC=C(C=C1)OCC(=O)O)C=CC=C2 ([(4′-{[(2-butyl-1-benzofuran-3-yl)carbonyl]amino}[1,1′-biphenyl]-4-yl)oxy]-acetic acid). The yield is 64.6%. Reaction SMILES: [OH-].[Na+].C[O:4][C:5](=[O:36])[CH2:6][O:7][C:8]1[CH:13]=[CH:12][C:11]([C:14]2[CH:19]=[CH:18][C:17]([NH:20][C:21]([C:23]3[C:27]4[CH:28]=[CH:29][CH:30]=[CH:31][C:26]=4[O:25][C:24]=3[CH2:32][CH2:33][CH2:34][CH3:35])=[O:22])=[CH:16][CH:15]=2)=[CH:10][CH:9]=1.O.Cl>C1COCC1>[CH2:32]([C:24]1[O:25][C:26]2[CH:31]=[CH:30][CH:29]=[CH:28][C:27]=2[C:23]=1[C:21]([NH:20][C:17]1[CH:16]=[CH:15][C:14]([C:11]2[CH:12]=[CH:13][C:8]([O:7][CH2:6][C:5]([OH:36])=[O:4])=[CH:9][CH:10]=2)=[CH:19][CH:18]=1)=[O:22])[CH2:33][CH2:34][CH3:35] |f:0.1|. Procedure: 1 N NaOH (721 μL, 0.721 mmol) was added under nitrogen to a solution of methyl[(4′-{[(2-butyl-1-benzofuran-3-yl)carbonyl]amino}[1,1′-biphenyl]-4-yl)oxy]acetate (300 mg, 0.656 mmol), prepared in the previous step, in 30 mL of THF plus 10 mL of water at room temperature. After the addition the reaction was stirred at room temperature for 18 h (overnight). The reaction was acidified by the addition of 5 mL of 1 N HCl and then concentrated under reduced pressure. The solid that formed was collected ...